Dataset: the Open Reaction Database (ORD), a public repository of structured organic reaction records. Task: describe an organic reaction: reactants, conditions, products, and yield Reaction SMILES: [F:1][C:2]1[CH:7]=[CH:6][C:5]([C:8]2[CH:9]=[C:10]([CH2:14][NH:15][CH2:16][CH:17]3[CH2:26][CH2:25][C:24]4[C:19](=[CH:20][C:21]([O:27]C)=[CH:22][CH:23]=4)[O:18]3)[CH:11]=[N:12][CH:13]=2)=[CH:4][CH:3]=1.[BrH:29]>>[BrH:29].[F:1][C:2]1[CH:7]=[CH:6][C:5]([C:8]2[CH:9]=[C:10]([CH2:14][NH:15][CH2:16][CH:17]3[CH2:26][CH2:25][C:24]4[C:19](=[CH:20][C:21]([OH:27])=[CH:22][CH:23]=4)[O:18]3)[CH:11]=[N:12][CH:13]=2)=[CH:4][CH:3]=1 |f:2.3|. Reactants: FC1=CC=C(C=C1)C=1C=C(C=NC1)CNCC1OC2=CC(=CC=C2CC1)OC ((2R/S)-2-[5-(4-fluorophenyl)-3-pyridylmethylaminomethyl]-7-methoxychroman), Br (hydrobromic acid). The product is Br.FC1=CC=C(C=C1)C=1C=C(C=NC1)CNCC1OC2=CC(=CC=C2CC1)O ((2R/S)-2-({[5-(4-fluorophenyl)-pyridin-3ylmethyl]-amino}-methyl)-chroman-7-ol hydrobromide). Procedure details: 300 mg of (2R/S)-2-[5-(4-fluorophenyl)-3-pyridylmethylaminomethyl]-7-methoxychroman is treated with 25 ml hydrobromic acid (48% in water) at 130 degrees C. The obtained red solution is neutralized and worked up as described in example 1. 130 mg of (2R/S)-2-({[5-(4-fluorophenyl)-pyridin-3ylmethyl]-amino}-methyl)-chroman-7-ol hydrobromide is obtained; The reactants are CCOC(=O)c1ccc(I)c([N+](=O)[O-])c1, I, [Mg], CC(=O)Cc1ccccc1. Yields the product CCOC(=O)c1ccc(C(C)(O)Cc2ccccc2)c([N+](=O)[O-])c1. RXN SMILES: [CH2:3]([CH3:4])[O:5][C:6]([c:7]1[cH:8][c:9]([N+:14](=[O:15])[O-:16])[c:10]([I:13])[cH:11][cH:12]1)=[O:17].[I:2].[Mg:1].[c:18]1([CH2:24][C:25]([CH3:26])=[O:27])[cH:19][cH:20][cH:21][cH:22][cH:23]1>>[CH2:3]([CH3:4])[O:5][C:6]([c:7]1[cH:8][c:9]([N+:14](=[O:15])[O-:16])[c:10]([C:25]([CH2:24][c:18]2[cH:19][cH:20][cH:21][cH:22][cH:23]2)([CH3:26])[OH:27])[cH:11][cH:12]1)=[O:17].